This data is from the Open Reaction Database (ORD), a public repository of structured organic reaction records. The task is: describe an organic reaction: reactants, conditions, products, and yield Starting materials: [OH-].[Na+] (sodium hydroxide), C(C)OC(COC1=C(C=C(C=C1)SCC1=CC(=CC(=C1)C#CCN1CCOCC1)OCC(C)C)C)=O ({4-[3-Isobutoxy-5-(3-morpholin-4-yl-prop-1-ynyl)-benzylsulfanyl]-2-methyl-phenoxy}-acetic acid ethyl ester), Cl (hydrochloric acid). The solvent is C(C)O (ethanol). Run at time 16 hour. Product: C(C(C)C)OC=1C=C(CSC2=CC(=C(OCC(=O)O)C=C2)C)C=C(C1)C#CCN1CCOCC1 ({4-[3-Isobutoxy-5-(3-morpholin-4-yl-prop-1-ynyl)-benzylsulfanyl]-2-methyl-phenoxy}-acetic Acid). RXN SMILES: C([O:3][C:4](=[O:36])[CH2:5][O:6][C:7]1[CH:12]=[CH:11][C:10]([S:13][CH2:14][C:15]2[CH:20]=[C:19]([C:21]#[C:22][CH2:23][N:24]3[CH2:29][CH2:28][O:27][CH2:26][CH2:25]3)[CH:18]=[C:17]([O:30][CH2:31][CH:32]([CH3:34])[CH3:33])[CH:16]=2)=[CH:9][C:8]=1[CH3:35])C.[OH-].[Na+].Cl>C(O)C>[CH2:31]([O:30][C:17]1[CH:16]=[C:15]([CH:20]=[C:19]([C:21]#[C:22][CH2:23][N:24]2[CH2:25][CH2:26][O:27][CH2:28][CH2:29]2)[CH:18]=1)[CH2:14][S:13][C:10]1[CH:11]=[CH:12][C:7]([O:6][CH2:5][C:4]([OH:36])=[O:3])=[C:8]([CH3:35])[CH:9]=1)[CH:32]([CH3:34])[CH3:33] |f:1.2|. Procedure: {{4-[3-Isobutoxy-5-(3-morpholin-4-yl-prop-1-ynyl)-benzylsulfanyl]-2-methyl-phenoxy}-acetic acid ethyl ester (140 mg; 0.27 mmol) was dissolved in ethanol (15 mL), and aqueous 1 N sodium hydroxide (3 mL) was added. The reaction mixture was stirred for 16 h. acidified with 1 N aqueous hydrochloric acid and extracted with ethyl acetate. The organic phase was dried and evaporated to dryness, redissolved in dichloromethane and evaporated to dryness. Yield: 113 mg (86%). HPLC-MS: m/z: 484.9 (M+H)+; Rt:... The reactants are solution, C(CCC)[Li] (n-butyllithium), C(=O)N1CCCCC1 (N-formylpiperidine), Cl (hydrochloric acid), BrC1=C(C=C2CC(COC2=C1)CCCCC)F (7-bromo-6-fluoro-3-pentylchroman). Run in CCCCCC (n-hexane), C1CCOC1 (THF), C1CCOC1 (THF), O (water). Reaction conditions: time 1 hour. Yields the product FC=1C=C2CC(COC2=CC1C=O)CCCCC (6-fluoro-3-pentylchroman-7-carbaldehyde). As a reaction SMILES: Br[C:2]1[CH:11]=[C:10]2[C:5]([CH2:6][CH:7]([CH2:12][CH2:13][CH2:14][CH2:15][CH3:16])[CH2:8][O:9]2)=[CH:4][C:3]=1[F:17].C([Li])CCC.[CH:23](N1CCCCC1)=[O:24].Cl>C1COCC1.CCCCCC.O>[F:17][C:3]1[CH:4]=[C:5]2[C:10](=[CH:11][C:2]=1[CH:23]=[O:24])[O:9][CH2:8][CH:7]([CH2:12][CH2:13][CH2:14][CH2:15][CH3:16])[CH2:6]2. Procedure: 15.5 g (51.5 mmol) of 7-bromo-6-fluoro-3-pentylchroman are dissolved in 85 ml of THF, and 35 ml (55.7 mmol) of a 15 percent solution of n-butyllithium in n-hexane are slowly added at −70° C. After 1 h, 6.3 ml (56.7 mmol) of N-formylpiperidine in 15 ml of THF are added dropwise, and the mixture is stirred for 1 h. The batch is subsequently allowed to thaw, added to water, acidified using dil. hydrochloric acid and extracted three times with MTB ether. The combined org. phases are washed with wate... Reactants: C(CCC=CCCC=CCCC=O)=O (dodeca-4,8-diene-1,12dial), COP(=O)(OC)CC(CP(=O)(OC)OC)=O (1,3-bis(dimethylphosphono)propan-2-one), [Cl-].[Na+] (sodium chloride), C([O-])(O)=O.[K+] (potassium bicarbonate). Solvent: C(C)(C)(C)O (t-butanol), O (water), C(C)(C)(C)O (t-butanol). Yields the product C1(C=CCCC=CCCC=CCCC=C1)=O (Cyclopentadeca-2,6,10,14-tetraen-1-one). RXN SMILES: C(=O)(O)[O-].[K+].[CH:6](=O)[CH2:7][CH2:8][CH:9]=[CH:10][CH2:11][CH2:12][CH:13]=[CH:14][CH2:15][CH2:16][CH:17]=[O:18].COP([CH2:26][C:27](=O)[CH2:28]P(OC)(OC)=O)(OC)=O.[Cl-].[Na+]>C(O)(C)(C)C.O>[C:17]1(=[O:18])[CH:16]=[CH:15][CH2:14][CH2:13][CH:12]=[CH:11][CH2:10][CH2:9][CH:8]=[CH:7][CH2:6][CH2:28][CH:27]=[CH:26]1 |f:0.1,4.5|. Reported procedure: A 500 ml round bottom flask equipped with a magnetic stirrer, reflux condenser and gas inlet tube was charged with 4 g of potassium bicarbonate and 125 ml of aqueous 90% t-butanol. The stirred mixture was heated at vigorous reflux under a steady flow of argon, while a solution of 3.10 g (16 mMole) of dodeca-4,8-diene-1,12dial and 4.40 g (16 mMole) of 1,3-bis(dimethylphosphono)propan-2-one in 25 ml of 90% aqueous t-butanol was added at a constant rate over a period of 4 h. The reaction mixture wa... Reactants: O.NN (Hydrazine monohydrate), C1(=CC=CC=C1)CCCCCN1C(C2=CC=CC=C2C1=O)=O (2-(5-phenylpentyl)isoindoline-1,3-dione). The solvent is CCO (EtOH). Product: C1(=CC=CC=C1)CCCCCN (5-phenylpentan-1-amine). The yield is 74.6%. Reaction SMILES: O.NN.[C:4]1([CH2:10][CH2:11][CH2:12][CH2:13][CH2:14][N:15]2C(=O)C3C(=CC=CC=3)C2=O)[CH:9]=[CH:8][CH:7]=[CH:6][CH:5]=1>CCO>[C:4]1([CH2:10][CH2:11][CH2:12][CH2:13][CH2:14][NH2:15])[CH:9]=[CH:8][CH:7]=[CH:6][CH:5]=1 |f:0.1|. Procedure details: Hydrazine monohydrate (0.36 g, 7.2 mmol) was added to a solution of 2-(5-phenylpentyl)isoindoline-1,3-dione (0.68 g, 2.3 mmol) in 25 mL of EtOH. The solution was stirred under reflux for 5 hrs and then cooled to room temperature. The white precipitate was removed by filtration and the filtrate was concentrated under reduced pressure. The residue was dissolved in a 1N solution of NaOH (80 mL) and extracted with chloroform (3×70 mL). The combined organic layers were washed with brine, dried over N... Starting materials: C(C1=CC=CC=C1)OC(=O)C1=CC=C([O-])C=C1.[K+] (potassium 4-benzyloxycarbonylphenoxide), FC1=C(C(=C(C(=C1C1=C(C(=C(C(=C1F)F)F)F)F)F)F)F)F (decafluorobiphenyl), [K] (potassium). The solvent is CN(C=O)C (dimethylformamide), CN(C=O)C (dimethylformamide). Conditions: temperature -10 celsius, time 48 hour. The product is C(C1=CC=CC=C1)OC(=O)C1=CC=C(OC2=C(C(=C(C(=C2F)F)C2=C(C(=C(C(=C2F)F)F)F)F)F)F)C=C1 (4-(4-benzyloxycarbonylphenoxy)nonafluorobiphenyl). Isolated yield 92.0%. RXN SMILES: [F:1][C:2]1[C:7]([C:8]2[C:13]([F:14])=[C:12]([F:15])[C:11](F)=[C:10]([F:17])[C:9]=2[F:18])=[C:6]([F:19])[C:5]([F:20])=[C:4]([F:21])[C:3]=1[F:22].[CH2:23]([O:30][C:31]([C:33]1[CH:39]=[CH:38][C:36]([O-:37])=[CH:35][CH:34]=1)=[O:32])[C:24]1[CH:29]=[CH:28][CH:27]=[CH:26][CH:25]=1.[K+].[K]>CN(C)C=O>[CH2:23]([O:30][C:31]([C:33]1[CH:34]=[CH:35][C:36]([O:37][C:11]2[C:10]([F:17])=[C:9]([F:18])[C:8]([C:7]3[C:2]([F:1])=[C:3]([F:22])[C:4]([F:21])=[C:5]([F:20])[C:6]=3[F:19])=[C:13]([F:14])[C:12]=2[F:15])=[CH:38][CH:39]=1)=[O:32])[C:24]1[CH:25]=[CH:26][CH:27]=[CH:28][CH:29]=1 |f:1.2,^1:40|. Procedure: 37.4 g of decafluorobiphenyl (0.112 mol) are dissolved in 700 ml of dimethylformamide, the mixture is cooled to −10° C. using a cryostat, and a solution of 29.8 g of potassium 4-benzyloxycarbonylphenoxide (0.112mol) in 300 ml of dimethylformamide is then added dropwise over the course of 2 hours. After 48 hours at −10° C., the potassium salt has reacted. The dimethylformamide is then removed in a rotary evaporator, the residue is taken up in a little tetrahydrofuran, and the solution is filtered... Starting materials: CN(CCC1=CNC2=CC=C(C=C12)C#N)CC1=CC=CC=C1 (3-[2-[methyl(phenylmethyl)amino]ethyl]-1H-indole-5-carbonitrile), [H-].[Al+3].[Li+].[H-].[H-].[H-] (lithium aluminium hydride). Run in O1CCCC1 (tetrahydrofuran). Yields the product NCC=1C=C2C(=CNC2=CC1)CCN(CC1=CC=CC=C1)C (5-(Aminomethyl)-N-methyl-N-(phenylmethyl)-1H-indole-3-ethanamine). The yield is 91.0%. RXN SMILES: [CH3:1][N:2]([CH2:16][C:17]1[CH:22]=[CH:21][CH:20]=[CH:19][CH:18]=1)[CH2:3][CH2:4][C:5]1[C:13]2[C:8](=[CH:9][CH:10]=[C:11]([C:14]#[N:15])[CH:12]=2)[NH:7][CH:6]=1.[H-].[Al+3].[Li+].[H-].[H-].[H-]>O1CCCC1>[NH2:15][CH2:14][C:11]1[CH:12]=[C:13]2[C:8](=[CH:9][CH:10]=1)[NH:7][CH:6]=[C:5]2[CH2:4][CH2:3][N:2]([CH3:1])[CH2:16][C:17]1[CH:22]=[CH:21][CH:20]=[CH:19][CH:18]=1 |f:1.2.3.4.5.6|. Procedure details: A solution of 3-[2-[methyl(phenylmethyl)amino]ethyl]-1H-indole-5-carbonitrile (1.3 g) in dry tetrahydrofuran (100 ml) under nitrogen was treated with lithium aluminium hydride (1.0 g) and heated at reflux for 3 h. Excess lithium aluminium hydride was destroyed with wet tetrahydrofuran, the reaction mixture diluted with ethyl acetate (200 ml), filtered and the filtrate evaporated to dryness to give a pale yellow oil which slowly crystallised to give the title compound as a cream solid (1.2 g) m.p... The reactants are NC=1C=NC2=CC=CC=C2C1S (3-amino-4-mercapto-quinoline), C1(=CC=CC=C1)CC(=O)O (phenyl acetic acid), polyphosphoric acid, ice, [OH-].[Na+] (sodium hydroxide). Conditions: temperature 140 celsius, time 2 hour. The product is C(C1=CC=CC=C1)C=1SC2=C(C=NC=3C=CC=CC23)N1 (2-benzyl-thiazolo[4,5-c]quinoline). Isolated yield 59.7%. RXN SMILES: [NH2:1][C:2]1[CH:3]=[N:4][C:5]2[C:10]([C:11]=1[SH:12])=[CH:9][CH:8]=[CH:7][CH:6]=2.[C:13]1([CH2:19][C:20](O)=O)[CH:18]=[CH:17][CH:16]=[CH:15][CH:14]=1.[OH-].[Na+]>>[CH2:19]([C:20]1[S:12][C:11]2[C:10]3[CH:9]=[CH:8][CH:7]=[CH:6][C:5]=3[N:4]=[CH:3][C:2]=2[N:1]=1)[C:13]1[CH:18]=[CH:17][CH:16]=[CH:15][CH:14]=1 |f:2.3|. Procedure details: A mixture of 17.62 g (0.1 mole) of 3-amino-4-mercapto-quinoline, 15 g (0.11 mole) of phenyl acetic acid and 200 g of polyphosphoric acid is slowly heated to 140° C. under stirring. The reaction mixture is allowed to stand at this temperature for 2 hours, cooled and added to 1000 g of crushed ice under vigorous stirring. The mixture is made alkaline with an aqueous sodium hydroxide solution, extracted three times with 250 ml of chloroform each and the chloroform extract is evaporated. Thus 16.5 g... Starting materials: BrC1=CC=C(C=C1)C1(OCCO1)C (2-(4-bromophenyl)-2-methyl-1,3-dioxolane), [Li]CCCC (n-BuLi), C(=O)N1CCCCC1 (1-formylpiperidine), Cl (HCl). The solvent is C1CCOC1 (THF), C1CCOC1 (THF). Run at temperature 0 celsius, time 2 hour. Product: C(=O)C1=CC=C(C=C1)C1(OCCO1)C (2-(4-Formylphenyl)-2-methyl-1,3-dioxolane). Reaction SMILES: Br[C:2]1[CH:7]=[CH:6][C:5]([C:8]2([CH3:13])[O:12][CH2:11][CH2:10][O:9]2)=[CH:4][CH:3]=1.[Li]CCCC.[CH:19](N1CCCCC1)=[O:20].Cl>C1COCC1>[CH:19]([C:2]1[CH:7]=[CH:6][C:5]([C:8]2([CH3:13])[O:12][CH2:11][CH2:10][O:9]2)=[CH:4][CH:3]=1)=[O:20]. Procedure: To a stirred solution of 2-(4-bromophenyl)-2-methyl-1,3-dioxolane (2.0 g, 8.23 mmol) in THF (7 ml) was added n-BuLi (1.61 M solution in hexane, 5.47 ml, 8.8 mmol) at −78° C. under nitrogen, and the mixture was stirred for 2 hour, then allowed to warm up to 0° C. for 30 min. A solution of 1-formylpiperidine (930 mg, 8.23 mmol) in THF (5 ml) was added, and the mixture was stirred for 2 hours. The mixture was made neutral by addition of 1N HCl solution, and the whole was extracted with diethylether... The reactants are [Si](C)(C)(C(C)(C)C)OC[C@H](C(=O)NC)N1C(C2=CC=CC(=C2C=C1)NC(C(C)C1=CC(=C(C=C1)Cl)Cl)=O)=O ((2R)-3-(tert-butyldimethylsilyloxy)-2-(5-(2-(3,4-dichlorophenyl)propanamido)-1-oxoisoquinolin-2(1H)-yl)-N-methylpropanamide), O1CCCC1 (tetrahydrofuran), [F-].C(CCC)[N+](CCCC)(CCCC)CCCC (tetra-n-butylammonium fluoride). Conditions: time 30 minute. Yields the product ClC=1C=C(C=CC1Cl)C(C(=O)NC1=C2C=CN(C(C2=CC=C1)=O)[C@@H](C(=O)NC)CO)C ((2R)-2-(5-(2-(3,4-Dichlorophenyl)propanamido)-1-oxoisoquinolin-2(1H)-yl)-3-hydroxy-N-methylpropanamide). Reaction SMILES: [Si]([O:8][CH2:9][C@@H:10]([N:15]1[CH:24]=[CH:23][C:22]2[C:17](=[CH:18][CH:19]=[CH:20][C:21]=2[NH:25][C:26](=[O:37])[CH:27]([C:29]2[CH:34]=[CH:33][C:32]([Cl:35])=[C:31]([Cl:36])[CH:30]=2)[CH3:28])[C:16]1=[O:38])[C:11]([NH:13][CH3:14])=[O:12])(C(C)(C)C)(C)C.O1CCCC1.[F-].C([N+](CCCC)(CCCC)CCCC)CCC>>[Cl:36][C:31]1[CH:30]=[C:29]([CH:27]([CH3:28])[C:26]([NH:25][C:21]2[CH:20]=[CH:19][CH:18]=[C:17]3[C:22]=2[CH:23]=[CH:24][N:15]([C@H:10]([CH2:9][OH:8])[C:11]([NH:13][CH3:14])=[O:12])[C:16]3=[O:38])=[O:37])[CH:34]=[CH:33][C:32]=1[Cl:35] |f:2.3|. Reported procedure: A round bottom flask was charged with (2R)-3-(tert-butyldimethylsilyloxy)-2-(5-(2-(3,4-dichlorophenyl)propanamido)-1-oxoisoquinolin-2(1H)-yl)-N-methylpropanamide (60 mg, 0.0001 mol), tetrahydrofuran (3 mL, 0.04 mol) and tetra-n-butylammonium fluoride (0.037 mL, 0.00012 mol) and the reaction stirred at room temperature for 30 minutes during which time the reaction was complete. The solvent was removed under reduced pressure and the residue purified by preparative HPLC (reverse phase) to yield the...